From a dataset of the Open Reaction Database (ORD), a public repository of structured organic reaction records. describe an organic reaction: reactants, conditions, products, and yield The reactants are COC(C1=CC(=CC=C1)C(C1=CC=CC=C1)NCC(=O)NC1=C(C=CC=C1C(C)C)C(C)C)=O ((±)-3-[[[2-[[2,6-bis(1-Methylethyl)phenyl]amino]-2-oxoethyl]amino]phenylmethyl]benzoic acid methyl ester), [OH-].[Na+] (NaOH). The solvent is CO (methanol). Product: CC(C)C1=C(C(=CC=C1)C(C)C)NC(CNC(C=1C=C(C(=O)O)C=CC1)C1=CC=CC=C1)=O ((±)-3-[[[2-[[2,6-bis(1-Methylethyl)phenyl]amino]-2-oxoethyl]amino]phenylmethyl]benzoic acid). As a reaction SMILES: C[O:2][C:3](=[O:34])[C:4]1[CH:9]=[CH:8][CH:7]=[C:6]([CH:10]([NH:17][CH2:18][C:19]([NH:21][C:22]2[C:27]([CH:28]([CH3:30])[CH3:29])=[CH:26][CH:25]=[CH:24][C:23]=2[CH:31]([CH3:33])[CH3:32])=[O:20])[C:11]2[CH:16]=[CH:15][CH:14]=[CH:13][CH:12]=2)[CH:5]=1.[OH-].[Na+]>CO>[CH3:30][CH:28]([C:27]1[CH:26]=[CH:25][CH:24]=[C:23]([CH:31]([CH3:32])[CH3:33])[C:22]=1[NH:21][C:19](=[O:20])[CH2:18][NH:17][CH:10]([C:11]1[CH:12]=[CH:13][CH:14]=[CH:15][CH:16]=1)[C:6]1[CH:5]=[C:4]([CH:9]=[CH:8][CH:7]=1)[C:3]([OH:34])=[O:2])[CH3:29] |f:1.2|. Reported procedure: The title compound was prepared by the hydrolysis of the product of Example 149 by NaOH in aqueous methanol, mp 190°-191° C. The reactants are NS(=O)(=O)c1cc2c3c(ccc2cc1[N+](=O)[O-])N(C(=O)C(F)(F)F)CC3CCl, [K+], O=[N+]([O-])[O-], O, O=S(=O)(O)O. The product is NS(=O)(=O)c1cc2c3c(cc([N+](=O)[O-])c2cc1[N+](=O)[O-])N(C(=O)C(F)(F)F)CC3CCl. Reaction SMILES: [Cl:1][CH2:2][CH:3]1[CH2:4][N:5]([C:23]([C:24]([F:25])([F:26])[F:27])=[O:28])[c:6]2[cH:7][cH:8][c:9]3[c:10]([c:11]21)[cH:12][c:13]([S:19](=[O:20])(=[O:21])[NH2:22])[c:14]([N+:16](=[O:17])[O-:18])[cH:15]3.[K+:33].[N+:29](=[O:30])([O-:31])[O-:32].[OH2:34].[S:35](=[O:36])(=[O:37])([OH:38])[OH:39]>>[Cl:1][CH2:2][CH:3]1[CH2:4][N:5]([C:23]([C:24]([F:25])([F:26])[F:27])=[O:28])[c:6]2[cH:7][c:8]([N+:29](=[O:30])[O-:31])[c:9]3[c:10]([c:11]21)[cH:12][c:13]([S:19](=[O:20])(=[O:21])[NH2:22])[c:14]([N+:16](=[O:17])[O-:18])[cH:15]3. Procedure: Intermediate 5 was prepared in a manner analogous to Intermediate 1, substituting 2-bromopyrimidine for 2-bromo-5-fluoropyridine. MS (ESI): mass calculated for C10H7N5, 198.07. m/z found 199.1 [M+H]+. Reactants: FC=1C=CC(=NC1)N1C=NC=2C=NC=CC21 (1-(5-Fluoropyridin-2-yl)-1H-imidazo[4,5-c]pyridine), BrC1=NC=C(C=C1)F (2-bromo-5-fluoropyridine). The product is N1=C(N=CC=C1)N1C=NC=2C=NC=CC21 (1-(Pyrimidin-2-yl)-1H-imidazo[4,5-c]pyridine). As a reaction SMILES: F[C:2]1[CH:3]=C[C:5]([N:8]2[C:16]3[CH:15]=[CH:14][N:13]=[CH:12][C:11]=3[N:10]=[CH:9]2)=[N:6][CH:7]=1.BrC1C=CC(F)=C[N:19]=1>>[N:6]1[CH:7]=[CH:2][CH:3]=[N:19][C:5]=1[N:8]1[C:16]2[CH:15]=[CH:14][N:13]=[CH:12][C:11]=2[N:10]=[CH:9]1. Reactants: ClC1=CC(=NC=N1)N1NC=C(C1=O)C=1C=NC=CC1 (2-(6-Chloropyrimidin-4-yl)-4-pyridin-3-yl-1,2-dihydro-3H-pyrazol-3-one), COCCN1CCNCC1 (N-(methoxy-ethyl)piperazine). Run in C1CCOC1 (THF). Reaction conditions: time 30 minute. The product is Cl.Cl.COCCN1CCN(CC1)C1=CC(=NC=N1)N1NC=C(C1=O)C=1C=NC=CC1 (2-{6-[4-(2-Methoxyethyl)piperazin-1-yl]pyrimidin-4-yl}-4-pyridin-3-yl-1,2-dihydro-3H-pyrazol-3-one dihydrochloride). Reaction SMILES: [Cl:1][C:2]1[N:7]=[CH:6][N:5]=[C:4]([N:8]2[C:12](=[O:13])[C:11]([C:14]3[CH:15]=[N:16][CH:17]=[CH:18][CH:19]=3)=[CH:10][NH:9]2)[CH:3]=1.[CH3:20][O:21][CH2:22][CH2:23][N:24]1[CH2:29][CH2:28][NH:27][CH2:26][CH2:25]1>C1COCC1>[ClH:1].[ClH:1].[CH3:20][O:21][CH2:22][CH2:23][N:24]1[CH2:29][CH2:28][N:27]([C:2]2[N:7]=[CH:6][N:5]=[C:4]([N:8]3[C:12](=[O:13])[C:11]([C:14]4[CH:15]=[N:16][CH:17]=[CH:18][CH:19]=4)=[CH:10][NH:9]3)[CH:3]=2)[CH2:26][CH2:25]1 |f:3.4.5|. Reported procedure: 100 mg (0.4 mmol) of the compound from Example 23 and 113 mg (0.7 mmol) of N-(methoxy-ethyl)piperazine are initially charged in 3 ml of THF. The reaction mixture is reacted in a single-mode microwave oven (Emrys Optimizer) at 120° C. for 20 min. The cooled reaction solution is then concentrated on a rotary evaporator, and the residue is chromatographed by preparative HPLC (RP18 column; mobile phase: acetonitrile/water gradient with addition of 0.1% formic acid). 1 ml of a 4 N solution of hydroge... The reactants are BrC=1C(OC(CC1O)(CCC1=CC=CC=C1)C1=CC=CC=C1)=O (3-bromo-5,6-dihydro-4-hydroxy-6-phenyl-6-(2-phenylethyl)-2H-pyran-2-one), C(C)(CC)C1=C(C=CC=C1)S (2-sec-butylbenzenethiol), N1CCCCC1 (piperidine). The solvent is ClCCl (dichloromethane). Product: C(C)(CC)C1=C(C=CC=C1)SC=1C(OC(CC1O)(CCC1=CC=CC=C1)C1=CC=CC=C1)=O (5,6-Dihydro-3-(2-sec-butylphenylthio)-4-hydroxy-6-phenyl-6-(2-phenylethyl)-2H-pyran-2-one). Reaction SMILES: Br[C:2]1[C:3](=[O:23])[O:4][C:5]([C:17]2[CH:22]=[CH:21][CH:20]=[CH:19][CH:18]=2)([CH2:9][CH2:10][C:11]2[CH:16]=[CH:15][CH:14]=[CH:13][CH:12]=2)[CH2:6][C:7]=1[OH:8].[CH:24]([C:28]1[CH:33]=[CH:32][CH:31]=[CH:30][C:29]=1[SH:34])([CH2:26][CH3:27])[CH3:25].N1CCCCC1>ClCCl>[CH:24]([C:28]1[CH:33]=[CH:32][CH:31]=[CH:30][C:29]=1[S:34][C:2]1[C:3](=[O:23])[O:4][C:5]([C:17]2[CH:22]=[CH:21][CH:20]=[CH:19][CH:18]=2)([CH2:9][CH2:10][C:11]2[CH:16]=[CH:15][CH:14]=[CH:13][CH:12]=2)[CH2:6][C:7]=1[OH:8])([CH2:26][CH3:27])[CH3:25]. Procedure: The title compound was prepared as described in General Method 6 from 2.0 mmol of 3-bromo-5,6-dihydro-4-hydroxy-6-phenyl-6-(2-phenylethyl)-2H-pyran-2-one (prepared in example BBB), 2.1 mmol of 2-sec-butylbenzenethiol, and 2.1 mmol of piperidine in 25 mL of dichloromethane. The product was chromatographed on silica gel, eluting first with chloroform and then with 5% methanol in chloroform, to give the title compound (m.p. 67°-68° C.). 1H NMR (DMSO-d6) δ 0.82 (q, 3 H), 1.09 (t, 3 H), 1.46-1.61 (m,... The reactants are C(=O)(OC(C)(C)C)N1[C@@H](C[C@@H](C1)N=[N+]=[N-])C(=O)OC (methyl (2S,4S)-1-Boc-4-azidopyrrolidine-2-carboxylate), O (water), [Li+].[OH-] (LiOH). Procedure: To a solution of methyl (2S,4S)-1-Boc-4-azidopyrrolidine-2-carboxylate (10 g, 37 mmol) prepared in Step D of Preparation Example A1-1 in methanol (100 ml) and water (100 ml) was added LiOH (2.5 g, 111 mmol). The solution was stirred at rt for 3 h, concentrated in vacuo, acidified with 1N HCl, and extracted with EtOAC. The organic extracts were washed with brine, dried over MgSO4, and concentrated in vacuo to give the title compound (9.5 g, 95%). The product is C(=O)(OC(C)(C)C)N1[C@@H](C[C@@H](C1)N=[N+]=[N-])C(=O)O ((2S,4S)-1-Boc-4-azidopyrrolidine-2-carboxylic acid). Reaction conditions: time 3 hour. The solvent is CO (methanol). RXN SMILES: [C:1]([N:8]1[CH2:12][C@@H:11]([N:13]=[N+:14]=[N-:15])[CH2:10][C@H:9]1[C:16]([O:18]C)=[O:17])([O:3][C:4]([CH3:7])([CH3:6])[CH3:5])=[O:2].O.[Li+].[OH-]>CO>[C:1]([N:8]1[CH2:12][C@@H:11]([N:13]=[N+:14]=[N-:15])[CH2:10][C@H:9]1[C:16]([OH:18])=[O:17])([O:3][C:4]([CH3:7])([CH3:6])[CH3:5])=[O:2] |f:2.3|. The yield is 100.2%. Procedure details: Using a procedure similar to that described in example 1 except employing 3-bromo-5-(tert-butyldimethylsilyl)oxymethylpyridine (described in example 69b) and 1-(2-chloro-9,10-dihydro-9,10-methanoanthracen-9-ylmethyl)-4-piperidinone (described in example 1m), the title compound was formed in 51% yield as an oil. TLC analysis (Rf 0.20, 25% ethyl acetate in hexane). MS (CI, CH4) m/z 561 (M+1,100), 563 (40), 589 (M+29,20), 545 (26), 429 (26) As a reaction SMILES: Br[C:2]1[CH:3]=[N:4][CH:5]=[C:6]([CH2:8][O:9][Si:10]([C:13]([CH3:16])([CH3:15])[CH3:14])([CH3:12])[CH3:11])[CH:7]=1.[Cl:17][C:18]1[CH:31]=[CH:30][C:29]2[CH:28]3[CH2:32][C:21]([CH2:33][N:34]4[CH2:39][CH2:38][C:37](=[O:40])[CH2:36][CH2:35]4)([C:22]4[C:27]3=[CH:26][CH:25]=[CH:24][CH:23]=4)[C:20]=2[CH:19]=1>>[Si:10]([O:9][CH2:8][C:6]1[CH:7]=[C:2]([C:37]2([OH:40])[CH2:38][CH2:39][N:34]([CH2:33][C:21]34[CH2:32][CH:28]([C:29]5[CH:30]=[CH:31][C:18]([Cl:17])=[CH:19][C:20]=53)[C:27]3[C:22]4=[CH:23][CH:24]=[CH:25][CH:26]=3)[CH2:35][CH2:36]2)[CH:3]=[N:4][CH:5]=1)([C:13]([CH3:16])([CH3:15])[CH3:14])([CH3:12])[CH3:11]. The product is [Si](C)(C)(C(C)(C)C)OCC=1C=C(C=NC1)C1(CCN(CC1)CC12C3=CC=CC=C3C(C=3C=CC(=CC13)Cl)C2)O (4-(5-(tert-Butyldimethylsilyl)oxymethyl-3-pyridyl)-1-(2-chloro-9,10-dihydro-9,10-methanoanthracen-9-ylmethyl)piperidin-4-ol). Isolated yield 51.0%. Starting materials: BrC=1C=NC=C(C1)CO[Si](C)(C)C(C)(C)C (3-bromo-5-(tert-butyldimethylsilyl)oxymethylpyridine), ClC1=CC=2C3(C4=CC=CC=C4C(C2C=C1)C3)CN3CCC(CC3)=O (1-(2-chloro-9,10-dihydro-9,10-methanoanthracen-9-ylmethyl)-4-piperidinone). The reactants are O=C([O-])O, CN(C)C=O, O=C1c2cc(Cl)ccc2Sc2ccccc2C12CCNCC2, [I-], [K+], [Na+], BrCCCOc1ccccc1, O. Yields the product O=C1c2cc(Cl)ccc2Sc2ccccc2C12CCN(CCCOc1ccccc1)CC2. RXN SMILES: [C:34](=[O:35])([OH:36])[O-:37].[CH3:41][N:42]([CH3:43])[CH:44]=[O:45].[Cl:12][c:13]1[cH:14][c:15]2[c:16]([cH:32][cH:33]1)[S:17][c:18]1[c:19]([cH:28][cH:29][cH:30][cH:31]1)[C:20]1([C:21]2=[O:22])[CH2:23][CH2:24][NH:25][CH2:26][CH2:27]1.[I-:40].[K+:39].[Na+:38].[O:1]([c:2]1[cH:3][cH:4][cH:5][cH:6][cH:7]1)[CH2:8][CH2:9][CH2:10][Br:11].[OH2:46]>>[O:1]([c:2]1[cH:3][cH:4][cH:5][cH:6][cH:7]1)[CH2:8][CH2:9][CH2:10][N:25]1[CH2:24][CH2:23][C:20]2([c:19]3[c:18]([cH:31][cH:30][cH:29][cH:28]3)[S:17][c:16]3[c:15]([cH:14][c:13]([Cl:12])[cH:33][cH:32]3)[C:21]2=[O:22])[CH2:27][CH2:26]1. Reagents/catalysts: CC(/C(=C/C(=O)C(F)(F)C(F)(F)C(F)(F)F)/O)(C)C.CC(/C(=C/C(=O)C(F)(F)C(F)(F)C(F)(F)F)/O)(C)C.CC(/C(=C/C(=O)C(F)(F)C(F)(F)C(F)(F)F)/O)(C)C.[Yb] (tris(6,6,7,7,8,8,8-heptafluoro-2,2-dimethyl-3,5-octanedionato)ytterbium). Yield: 203.2%. Run in ClC(C)Cl (dichloroethane). Reported procedure: A solution of 2-methylene-3,4-dihydronaphthalen-1-one (44.9 g, 282 mmol), tris(6,6,7,7,8,8,8-heptafluoro-2,2-dimethyl-3,5-octanedionato)ytterbium[Yb(fod)3, 15.0 g, 14.2 mmo], and ethyl propenyl ether (300 g, 390 mL, 3.5 mol) in 830 mL of dichloroethane was heated at reflux under nitrogen with stirring for 20 hours. Evaporation of the solvent left 200 g of a brown liquid that was purified on a silica gel column with 15/85 ethylacetate/hexane as the eluent, yielding 140 g of product, which was use... The product is C(C)OC1OC=2C3=C(CCC2CC1C)C=CC=C3 (2-ethoxy-3-methyl-3,4,5,6-tetrahydrobenzo[h]chromene). Conditions: time 20 hour. Starting materials: C=C1C(C2=CC=CC=C2CC1)=O (2-methylene-3,4-dihydronaphthalen-1-one), C(=CC)OCC (ethyl propenyl ether). As a reaction SMILES: [CH2:1]=[C:2]1[CH2:11][CH2:10][C:9]2[C:4](=[CH:5][CH:6]=[CH:7][CH:8]=2)[C:3]1=[O:12].[CH:13]([O:16][CH2:17][CH3:18])=[CH:14][CH3:15]>ClC(Cl)C.CC(C)(C)/C(/O)=C/C(C(C(C(F)(F)F)(F)F)(F)F)=O.CC(C)(C)/C(/O)=C/C(C(C(C(F)(F)F)(F)F)(F)F)=O.CC(C)(C)/C(/O)=C/C(C(C(C(F)(F)F)(F)F)(F)F)=O.[Yb]>[CH2:17]([O:16][CH:13]1[CH:14]([CH3:15])[CH2:1][C:2]2[CH2:11][CH2:10][C:9]3[CH:8]=[CH:7][CH:6]=[CH:5][C:4]=3[C:3]=2[O:12]1)[CH3:18] |f:3.4.5.6|. The reactants are N(=O)[O-].[Na+] (NaNO2), ClC1=NC=CC(=C1)CC(=O)C1=CC=C(C=C1)F (2-(2-Chloropyridin-4-yl)-1-(4-fluorophenyl)ethanone). Run in O (H2O), C(C)(=O)O (acetic acid), O (H2O). Run at temperature 10 celsius, time 3 hour. Product: ClC1=NC=CC(=C1)C(C(=O)C1=CC=C(C=C1)F)=NO (1-(2-Chloropyridin-4-yl)-2-(4-fluorophenyl)ethane-1,2-dione-1-oxime). As a reaction SMILES: [N:1]([O-:3])=O.[Na+].[Cl:5][C:6]1[CH:11]=[C:10]([CH2:12][C:13]([C:15]2[CH:20]=[CH:19][C:18]([F:21])=[CH:17][CH:16]=2)=[O:14])[CH:9]=[CH:8][N:7]=1>O.C(O)(=O)C>[Cl:5][C:6]1[CH:11]=[C:10]([C:12](=[N:1][OH:3])[C:13]([C:15]2[CH:20]=[CH:19][C:18]([F:21])=[CH:17][CH:16]=2)=[O:14])[CH:9]=[CH:8][N:7]=1 |f:0.1|. Procedure details: With stirring and cooling in a water bath (about 10° C.), a solution of NaNO2 (0.85 g; 12.3 mmol) in H2O (10 ml) was added dropwise over a period of 2.5 min to a solution of 21a (3.0 g; 12 mmol) in glacial acetic acid. After the addition had ended, the reaction mixture was stirred at room temperature for 0.5 h, H2O (60 ml) was added and stirring at room temperature was continued for 3 h. The light-beige precipitate was filtered off, washed with water and dried under reduced pressure over CaCl2.